From a dataset of the Open Reaction Database (ORD), a public repository of structured organic reaction records. describe an organic reaction: reactants, conditions, products, and yield RXN SMILES: [F:1][C@@H:2]1[CH2:6][N:5]([CH3:7])[C@H:4]([CH2:8][O:9][C:10]2[CH:11]=[N:12][CH:13]=[CH:14][CH:15]=2)[CH2:3]1.[ClH:16]>CCOCC>[ClH:16].[ClH:16].[F:1][C@@H:2]1[CH2:6][N:5]([CH3:7])[C@H:4]([CH2:8][O:9][C:10]2[CH:11]=[N:12][CH:13]=[CH:14][CH:15]=2)[CH2:3]1 |f:3.4.5|. Procedure: The compound from step 78a above was treated with HCl in ether according to Example 14c to afford 20 mg of the title compound. MS (DCI/NH3) m/e: 211 (M+H)+. 1H NMR (CD3OD, 300 MHz) δ: 8.77 (d, J=2.6 Hz, 1H), 8.57 (d, J=5.5 Hz, 1H), 8.37 (m, 1H), 8.08 (m, 1H, 5.60-5.40 (m, 1H), 4.72 (m, 1H), 4.58 (m, 1H), 4.21 (m, 1H), 4.04 (m, 1H), 3.65-3.47 (m, 1H), 3.19 (s, 3H), 3.02-2.80 (m, 1H), 2.43-2.28 (m, 1H). Anal. Calc. for C11H15N2OF.2.4 HCl.0.2 H2O: C, 43.84; H, 5.95; N, 9.29; Found C, 43.47; H, 5.88... Reactants: F[C@H]1C[C@H](N(C1)C)COC=1C=NC=CC1 (3-((cis-4-fluoro-1-methyl-2-(S)-pyrrolidinyl)methoxy)pyridine), Cl (HCl). Run in CCOCC (ether). Product: Cl.Cl.F[C@H]1C[C@H](N(C1)C)COC=1C=NC=CC1 (3-((cis-4-fluoro-1-methyl-2-(S)-pyrrolidinyl)methoxy)pyridine dihydrochloride). The reactants are FC1=C(C=CC=C1)C(COCC1CCNCC1)NC(=O)C1=CC=C2C=CNC2=C1 (N-[1-(2-fluorophenyl)-2-(piperidin-4-ylmethoxy)ethyl]-1H-indole-6-carboxamide), CC(=O)C (acetone). Product: FC1=C(C=CC=C1)C(COCC1CCN(CC1)C(C)C)NC(=O)C1=CC=C2C=CNC2=C1 (N-[1-(2-Fluorophenyl)-2-(1-isopropylpiperidin-4-ylmethoxy)-ethyl]-1H-indole-6-carboxamide). Reaction SMILES: [F:1][C:2]1[CH:7]=[CH:6][CH:5]=[CH:4][C:3]=1[CH:8]([NH:18][C:19]([C:21]1[CH:29]=[C:28]2[C:24]([CH:25]=[CH:26][NH:27]2)=[CH:23][CH:22]=1)=[O:20])[CH2:9][O:10][CH2:11][CH:12]1[CH2:17][CH2:16][NH:15][CH2:14][CH2:13]1.[CH3:30][C:31]([CH3:33])=O>>[F:1][C:2]1[CH:7]=[CH:6][CH:5]=[CH:4][C:3]=1[CH:8]([NH:18][C:19]([C:21]1[CH:29]=[C:28]2[C:24]([CH:25]=[CH:26][NH:27]2)=[CH:23][CH:22]=1)=[O:20])[CH2:9][O:10][CH2:11][CH:12]1[CH2:17][CH2:16][N:15]([CH:31]([CH3:33])[CH3:30])[CH2:14][CH2:13]1. Procedure details: Using alkylation method A, N-[1-(2-fluorophenyl)-2-(piperidin-4-ylmethoxy)ethyl]-1H-indole-6-carboxamide (135 mg, 0.34 mmol) and acetone (1 mL, 14 mmol) afforded, after purification (SiO2: 10:2:2:1 DCM:EtOAc:hexane:isopropylamine), 90 mg (60%) of the title compound. Reactants: C[O-], Oc1ccc2c(c1)C13CCCCC1(O)C(C2)N(CC1CCC1)CC3, COCl, [Na+], c1ccccc1. The product is COCOc1ccc2c(c1)C13CCCCC1(O)C(C2)N(CC1CCC1)CC3. Reaction SMILES: [CH3:25][O-:26].[CH:1]1([CH2:5][N:6]2[CH:7]3[C:8]4([OH:24])[CH2:9][CH2:10][CH2:11][CH2:12][C:13]4([c:14]4[cH:15][c:16]([OH:21])[cH:17][cH:18][c:19]4[CH2:20]3)[CH2:22][CH2:23]2)[CH2:2][CH2:3][CH2:4]1.[Cl:28][O:29][CH3:30].[Na+:27].[cH:31]1[cH:32][cH:33][cH:34][cH:35][cH:36]1>>[CH:1]1([CH2:5][N:6]2[CH:7]3[C:8]4([OH:24])[CH2:9][CH2:10][CH2:11][CH2:12][C:13]4([c:14]4[cH:15][c:16]([O:21][CH2:25][O:29][CH3:30])[cH:17][cH:18][c:19]4[CH2:20]3)[CH2:22][CH2:23]2)[CH2:2][CH2:3][CH2:4]1. Starting materials: [Br-], CCCC(=O)O, CCCC[N+](CCCC)(CCCC)CCCC, CC#N, COC(CBr)OC, [K+], [K+], O=C([O-])[O-], O. Product: CCCC(=O)OCC(OC)OC. Reaction SMILES: [Br-:21].[CH3:1][CH2:2][CH2:3][C:4]([OH:5])=[O:6].[CH3:22][CH2:23][CH2:24][CH2:25][N+:26]([CH2:27][CH2:28][CH2:29][CH3:30])([CH2:31][CH2:32][CH2:33][CH3:34])[CH2:35][CH2:36][CH2:37][CH3:38].[CH3:39][C:40]#[N:41].[CH3:7][O:8][CH:9]([CH2:10][Br:11])[O:12][CH3:13].[K+:14].[K+:15].[O-:16][C:17]([O-:18])=[O:19].[OH2:20]>>[CH3:1][CH2:2][CH2:3][C:4]([O:5][CH2:10][CH:9]([O:8][CH3:7])[O:12][CH3:13])=[O:6]. Reactants: S(=O)([O-])[O-].[Ca+2] (calcium sulphite), calcium salts, S(=O)=O (sulphur dioxide), S(O)(O)(=O)=O (sulphuric acid). Yields the product O.S(=O)(=O)([O-])[O-].[Ca+2].[Ca+2].S(=O)(=O)([O-])[O-] (calcium sulphate hemihydrate). RXN SMILES: S([O-])([O-])=[O:2].[Ca+2:5].S(=O)=O.[S:9](=[O:13])(=[O:12])([OH:11])[OH:10]>>[OH2:2].[S:9]([O-:13])([O-:12])(=[O:11])=[O:10].[Ca+2:5].[Ca+2:5].[S:9]([O-:13])([O-:12])(=[O:11])=[O:10] |f:0.1,4.5.6.7.8|. Procedure: A process for producing hydrogen and/or hemihydrate calcium sulphate from calcium sulphite. Waste solid containing calcium sulphite and other calcium salts is treated by the addition of aqueous sulphur dioxide solution or sulphuric acid solution to produce a liquid phase product. The liquid phase product may be separated from any remaining solid phase material and then subjected to the addition of sulphuric acid in a second step, wherein calcium sulphate hemihydrate is produced. The addition of ... Product: O=C(O)C1CSCN1C(=O)OCc1ccccc1. Reactants: CCN(C(C)C)C(C)C, O=C(Cl)OCc1ccccc1, CN(C)C=O, O=C(O)C1CSCN1. Reaction SMILES: [CH:9]([N:10]([CH2:11][CH3:12])[CH:13]([CH3:14])[CH3:15])([CH3:16])[CH3:17].[Cl:18][C:19](=[O:20])[O:21][CH2:22][c:23]1[cH:24][cH:25][cH:26][cH:27][cH:28]1.[O:29]=[CH:30][N:31]([CH3:32])[CH3:33].[S:1]1[CH2:2][NH:3][CH:4]([C:6](=[O:7])[OH:8])[CH2:5]1>>[S:1]1[CH2:2][N:3]([C:19](=[O:20])[O:21][CH2:22][c:23]2[cH:24][cH:25][cH:26][cH:27][cH:28]2)[CH:4]([C:6](=[O:7])[OH:8])[CH2:5]1. Yields the product O=S1(=O)N=C(NCC2CC2)Nc2ccc(Cl)cc21. Reactants: CCOC(C)=O, S=C=NCC1CC1, Nc1ccc(Cl)cc1S(N)(=O)=O. RXN SMILES: [CH3:20][CH2:21][O:22][C:23](=[O:24])[CH3:25].[CH:13]1([CH2:16][N:17]=[C:18]=[S:19])[CH2:14][CH2:15]1.[NH2:1][c:2]1[c:3]([S:9](=[O:10])(=[O:11])[NH2:12])[cH:4][c:5]([Cl:8])[cH:6][cH:7]1>>[NH:1]1[c:2]2[c:3]([cH:4][c:5]([Cl:8])[cH:6][cH:7]2)[S:9](=[O:10])(=[O:11])[N:12]=[C:18]1[NH:17][CH2:16][CH:13]1[CH2:14][CH2:15]1. As a reaction SMILES: [C:1]([CH3:2])([CH3:3])([CH3:4])[NH:5][S:6](=[O:7])(=[O:8])[c:9]1[cH:10][c:11](-[c:15]2[cH:16][cH:17][c:18]3[cH:19][n:20][c:21]([OH:24])[n:22][n:23]23)[cH:12][cH:13][cH:14]1.[CH:25]([N:26]([CH2:27][CH3:28])[CH:29]([CH3:30])[CH3:31])([CH3:32])[CH3:33].[NH2:34][c:35]1[c:36]([O:51][CH3:52])[cH:37][c:38]([CH:41]2[CH2:42][CH2:43][N:44]([CH2:47][C:48](=[O:49])[NH2:50])[CH2:45][CH2:46]2)[cH:39][cH:40]1.[O:53]=[CH:54][N:55]([CH3:56])[CH3:57]>>[C:1]([CH3:2])([CH3:3])([CH3:4])[NH:5][S:6](=[O:7])(=[O:8])[c:9]1[cH:10][c:11](-[c:15]2[cH:16][cH:17][c:18]3[cH:19][n:20][c:21]([NH:34][c:35]4[c:36]([O:51][CH3:52])[cH:37][c:38]([CH:41]5[CH2:42][CH2:43][N:44]([CH2:47][C:48](=[O:49])[NH2:50])[CH2:45][CH2:46]5)[cH:39][cH:40]4)[n:22][n:23]23)[cH:12][cH:13][cH:14]1. Starting materials: CC(C)(C)NS(=O)(=O)c1cccc(-c2ccc3cnc(O)nn23)c1, CCN(C(C)C)C(C)C, COc1cc(C2CCN(CC(N)=O)CC2)ccc1N, CN(C)C=O. The product is COc1cc(C2CCN(CC(N)=O)CC2)ccc1Nc1ncc2ccc(-c3cccc(S(=O)(=O)NC(C)(C)C)c3)n2n1. Starting materials: COC(=O)c1ccccc1S(=O)(=O)Cl, O=C(c1ccc(Cl)cc1)C1CCNCC1. Product: COC(=O)c1ccccc1S(=O)(=O)N1CCC(C(=O)c2ccc(Cl)cc2)CC1. RXN SMILES: [CH3:1][O:2][C:3]([c:4]1[c:5]([S:10](=[O:11])(=[O:12])[Cl:13])[cH:6][cH:7][cH:8][cH:9]1)=[O:14].[Cl:15][c:16]1[cH:17][cH:18][c:19]([C:20](=[O:21])[CH:22]2[CH2:23][CH2:24][NH:25][CH2:26][CH2:27]2)[cH:28][cH:29]1>>[CH3:1][O:2][C:3]([c:4]1[c:5]([S:10](=[O:11])(=[O:12])[N:25]2[CH2:24][CH2:23][CH:22]([C:20]([c:19]3[cH:18][cH:17][c:16]([Cl:15])[cH:29][cH:28]3)=[O:21])[CH2:27][CH2:26]2)[cH:6][cH:7][cH:8][cH:9]1)=[O:14].